Dataset: the Open Reaction Database (ORD), a public repository of structured organic reaction records. Task: describe an organic reaction: reactants, conditions, products, and yield Starting materials: CN(C)C=O (DMF), P(=O)(Cl)(Cl)Cl (phosphoryl chloride), ClC1=CC=C(C=C1)NC(=CC(=O)OCC)C (ethyl 3-(4-chlorophenylamino)but-2-enoate). Solvent: ClCCCl (1,2 dichloroethane), ClCCCl (1,2 dichloroethane). The product is ClC=1C=C2C=C(C(=NC2=CC1)C)C(=O)OCC (Ethyl 6-Chloro-2-methylquinoline-3carboxylate). Reaction SMILES: [CH3:1]N(C=O)C.P(Cl)(Cl)(Cl)=O.[Cl:11][C:12]1[CH:17]=[CH:16][C:15]([NH:18][C:19]([CH3:26])=[CH:20][C:21]([O:23][CH2:24][CH3:25])=[O:22])=[CH:14][CH:13]=1>ClCCCl>[Cl:11][C:12]1[CH:13]=[C:14]2[C:15](=[CH:16][CH:17]=1)[N:18]=[C:19]([CH3:26])[C:20]([C:21]([O:23][CH2:24][CH3:25])=[O:22])=[CH:1]2. Reported procedure: To a solution of 6.2 g (83 mmol) DMF in 50 ml of 1,2 dichloroethane was carefully added 19.1 g (126 mmol) of phosphoryl chloride. After stirring for 10 min at ambient temperature a solution of 20 g (83 mol) of ethyl 3-(4-chlorophenylamino)but-2-enoate in 50 ml of 1,2 dichloroethane was added slowly, while the mixture turned dark in an exothermic reaction. Stirring at ambient temperature was continued for another hour followed by heating with reflux for 6 h. The mixture was poured on to crushed i... Reactants: C(=O)(O)[O-].[Na+] (NaHCO3), FCCNC1=NC=C(C=C1)[N+](=O)[O-] (2-(2-Fluoroethylamino)-5-nitropyridine), ice water, stannous chloride dihydrate. The solvent is CCO (EtOH). Reaction conditions: temperature 75 celsius. Yields the product NC=1C=CC(=NC1)NCCF (5-Amino-2-(2-fluoroethylamino)pyridine). As a reaction SMILES: [F:1][CH2:2][CH2:3][NH:4][C:5]1[CH:10]=[CH:9][C:8]([N+:11]([O-])=O)=[CH:7][N:6]=1.C([O-])(O)=O.[Na+]>CCO>[NH2:11][C:8]1[CH:9]=[CH:10][C:5]([NH:4][CH2:3][CH2:2][F:1])=[N:6][CH:7]=1 |f:1.2|. Reported procedure: A stirred mixture of the product from Step 1 (2.08 g, 0.0112 mol) and EtOH (25 ml), under nitrogen, was treated with stannous chloride dihydrate (12.6 g, 0.056 mol). The mixture was warmed at 75° C. for 30 minutes, cooled and mixed with ice water. This mixture was made alkaline (pH 8-9) with saturated NaHCO3 and extracted with EtOAc. The extract was concentrated to give the titled product which was used without further purification in Step 3. The yield is 50.2%. Reactants: BrC1=CC=C2CCC(C2=C1)OC1OCCCC1 (6-bromo-1-tetrahydropyranyloxyindane), [Mg] (magnesium), CN(C=O)C (dimethylformamide), ice acetic acid. The solvent is O1CCCC1 (tetrahydrofuran), O1CCCC1 (tetrahydrofuran), O1CCCC1 (tetrahydrofuran). The product is O1C(CCCC1)OC1CCC2=CC=C(C=C12)C=O (1-tetrahydropyranyloxyindane-6-carbaldehyde). Reaction conditions: temperature 60 celsius, time 1 hour. Reagents/catalysts: II (iodine). Procedure: A mixture of magnesium (228 mg) and iodine (3 mg) in tetrahydrofuran (3 ml) is heated at 60° C. under argon atmosphere, and thereto is added dropwise with stirring a solution of 6-bromo-1-tetrahydropyranyloxyindane (2.60 g) in tetrahydrofuran (5 ml). After addition, the mixture is stirred at 70° C. for one hour. To the mixture is added dropwise a solution of dimethylformamide (959 mg) in tetrahydrofuran (2 ml) under ice-cooling, and the mixture is stirred under ice-cooling for one hour. The reac... RXN SMILES: [Mg].Br[C:3]1[CH:11]=[C:10]2[C:6]([CH2:7][CH2:8][CH:9]2[O:12][CH:13]2[CH2:18][CH2:17][CH2:16][CH2:15][O:14]2)=[CH:5][CH:4]=1.CN(C)[CH:21]=[O:22]>O1CCCC1.II>[O:14]1[CH2:15][CH2:16][CH2:17][CH2:18][CH:13]1[O:12][CH:9]1[C:10]2[C:6](=[CH:5][CH:4]=[C:3]([CH:21]=[O:22])[CH:11]=2)[CH2:7][CH2:8]1. The reactants are NC=1C=C(NC(C(F)(F)F)=O)C=CC1 (m-amino trifluoro acetanilide), ClC=1C=C(C=CC1Cl)N=C=O (3,4-dichlorophenyl isocyanate). Solvent: CC(=O)C (acetone). The product is FC(C(=O)NC=1C=C(C=CC1)NC(=O)NC1=CC(=C(C=C1)Cl)Cl)(F)F (1(m-trifluoroacetamidophenyl)-3(3',4'-dichlorophenyl) urea). RXN SMILES: [NH2:1][C:2]1[CH:3]=[C:4]([CH:12]=[CH:13][CH:14]=1)[NH:5][C:6](=[O:11])[C:7]([F:10])([F:9])[F:8].[Cl:15][C:16]1[CH:17]=[C:18]([N:23]=[C:24]=[O:25])[CH:19]=[CH:20][C:21]=1[Cl:22]>CC(C)=O>[F:10][C:7]([F:8])([F:9])[C:6]([NH:5][C:4]1[CH:3]=[C:2]([NH:1][C:24]([NH:23][C:18]2[CH:19]=[CH:20][C:21]([Cl:22])=[C:16]([Cl:15])[CH:17]=2)=[O:25])[CH:14]=[CH:13][CH:12]=1)=[O:11]. Reported procedure: Four and one-tenth grams of m-amino trifluoro acetanilide is dissolved in 100 ml of acetone and 3.8 g. of 3,4-dichlorophenyl isocyanate is added. The mixture is heated to reflux and crystallizes from acetone on cooling. Yield is 6.4 g., m.p. 221°-223° C. The reactants are O=[N+]([O-])O, O=S(=O)(O)O, O=C(O)c1nccc2ccccc12. Yields the product O=C(O)c1nccc2c([N+](=O)[O-])cccc12. As a reaction SMILES: [OH:14][N+:15]([O-:16])=[O:17].[S:18](=[O:19])(=[O:20])([OH:21])[OH:22].[c:1]1([C:11](=[O:12])[OH:13])[n:2][cH:3][cH:4][c:5]2[cH:6][cH:7][cH:8][cH:9][c:10]12>>[c:1]1([C:11](=[O:12])[OH:13])[n:2][cH:3][cH:4][c:5]2[c:6]([N+:15](=[O:14])[O-:16])[cH:7][cH:8][cH:9][c:10]12. The product is ClNC(C(CCC)(C)C)=O (N-chlor-2,2-dimethyl valeramide). Procedure details: A stirred suspension of 2,2-dimethyl valeramide (35 g, 271 mmol) in ethyl acetate (200 ml) was cooled to 0° C. and hypochlorous acid (40.0 g of 36.2% solution, 276 mmol) was added dropwise over 12 minutes. The resulting clear yellow solution was then stirred for 30 minutes at room temperature, the organic phase separated and dried (MgSO4) and the ethyl acetate removed in vacuo to give 39.35 g of low-melting solid product. Yield: 88.7%. Solvent: C(C)(=O)OCC (ethyl acetate). As a reaction SMILES: [CH3:1][C:2]([CH3:9])([CH2:6][CH2:7][CH3:8])[C:3]([NH2:5])=[O:4].[Cl:10]O>C(OCC)(=O)C>[Cl:10][NH:5][C:3](=[O:4])[C:2]([CH3:9])([CH3:1])[CH2:6][CH2:7][CH3:8]. The reactants are CC(C(=O)N)(CCC)C (2,2-dimethyl valeramide), ClO (hypochlorous acid). Conditions: temperature 0 celsius, time 30 minute. Starting materials: ClC1=C(C=NO)C(=CC=C1)Cl (2,6-dichlorobenzaldehyde oxime), ClN1C(CCC1=O)=O (N-chlorosuccinimide), C1(CCCC1)C(CC(=O)OCC)=O (ethyl 3-cyclopentyl-3-oxopropanoate), [O-]CC.[Na+] (sodium ethoxide), C(C)O (ethanol), imidoyl chloride. Solvent: CN(C=O)C (N,N-dimethylformamide), O (water), O1CCCC1 (tetrahydrofuran). Reaction conditions: time 1 hour. Product: C1(CCCC1)C1=C(C(=NO1)C1=C(C=CC=C1Cl)Cl)C(=O)OCC (ethyl 5-cyclopentyl-3-(2,6-dichlorophenyl)-4-isoxazolecarboxylate). Isolated yield 43.8%. As a reaction SMILES: [Cl:1][C:2]1[CH:10]=[CH:9][CH:8]=[C:7]([Cl:11])[C:3]=1[CH:4]=[N:5][OH:6].ClN1C(=O)CCC1=O.[CH:20]1([C:25](=O)[CH2:26][C:27]([O:29][CH2:30][CH3:31])=[O:28])[CH2:24][CH2:23][CH2:22][CH2:21]1.[O-]CC.[Na+].C(O)C>CN(C)C=O.O1CCCC1.O>[CH:20]1([C:25]2[O:6][N:5]=[C:4]([C:3]3[C:2]([Cl:1])=[CH:10][CH:9]=[CH:8][C:7]=3[Cl:11])[C:26]=2[C:27]([O:29][CH2:30][CH3:31])=[O:28])[CH2:24][CH2:23][CH2:22][CH2:21]1 |f:3.4|. Procedure: To a solution of 2,6-dichlorobenzaldehyde oxime (3.73 g, 19.6 mmol) in N,N-dimethylformamide (12 mL) was added solid N-chlorosuccinimide (2.62 g, 19.6 mmol). The solution was stirred for approximately 1 hour and the poured into water and extracted twice with ether. The combined organic layers containing the crude imidoyl chloride were dried over magnesium sulfate and concentrated. To a solution of ethyl 3-cyclopentyl-3-oxopropanoate (4.34 g, 23.6 mmol) in tetrahydrofuran (5 mL) at 0° C. was adde... The reactants are N1=C(C=CC=C1)C1=C(C=CC=C1)[N+](=O)[O-] (ortho-(2-pyridyl)nitrobenzene), [BH4-].[Na+] (sodium borohydride). The reagents and catalysts are S(=O)(=O)([O-])[O-].[Cu+2] (copper sulfate). Solvent: C(C)O (ethyl alcohol). Yields the product N1=C(C=CC=C1)C1=C(N)C=CC=C1 (ortho-(2-pyridyl)aniline). Yield: 47.1%. RXN SMILES: [N:1]1[CH:6]=[CH:5][CH:4]=[CH:3][C:2]=1[C:7]1[CH:12]=[CH:11][CH:10]=[CH:9][C:8]=1[N+:13]([O-])=O.[BH4-].[Na+]>C(O)C.S([O-])([O-])(=O)=O.[Cu+2]>[N:1]1[CH:6]=[CH:5][CH:4]=[CH:3][C:2]=1[C:7]1[CH:12]=[CH:11][CH:10]=[CH:9][C:8]=1[NH2:13] |f:1.2,4.5|. Procedure: Next, 0.96 g (4.8 mmols) of the ortho-(2-pyridyl)nitrobenzene, 0.072 g (0.48 mmol) of copper sulfate and 0.91 g (24.0 mmols) of sodium borohydride were suspended in 30 ml of ethyl alcohol and allowed to react at room temperature. After 5 hours from the start of the reaction, the reaction mixture was filtered through celite, 50 ml of ether was added to the filtrate, the organic layer was washed with a saturated aqueous sodium chloride solution, dried over magnesium sulfate and concentrated. The l...